From a dataset of the Open Reaction Database (ORD), a public repository of structured organic reaction records. describe an organic reaction: reactants, conditions, products, and yield Reactants: CC(C)(C)[O-], CC(C)O, O=C1C2CCN(CC2)C1C(c1ccccc1)c1ccccc1, [H][H], [K+]. Product: OC1C2CCN(CC2)C1C(c1ccccc1)c1ccccc1. As a reaction SMILES: [CH3:23][C:24]([CH3:25])([O-:26])[CH3:27].[CH3:31][CH:32]([OH:33])[CH3:34].[CH:1]([c:2]1[cH:3][cH:4][cH:5][cH:6][cH:7]1)([c:8]1[cH:9][cH:10][cH:11][cH:12][cH:13]1)[CH:14]1[N:15]2[CH2:16][CH2:17][CH:18]([C:19]1=[O:20])[CH2:21][CH2:22]2.[H:29][H:30].[K+:28]>>[CH:1]([c:2]1[cH:3][cH:4][cH:5][cH:6][cH:7]1)([c:8]1[cH:9][cH:10][cH:11][cH:12][cH:13]1)[CH:14]1[N:15]2[CH2:16][CH2:17][CH:18]([CH:19]1[OH:20])[CH2:21][CH2:22]2.